Dataset: the Open Reaction Database (ORD), a public repository of structured organic reaction records. Task: describe an organic reaction: reactants, conditions, products, and yield Reactants: O=S(=O)(c1cccc(Cl)c1)c1cn(CC2CCCN2Cc2ccccc2)c2ncccc12, CC(Cl)OC(=O)Cl, ClCCCl. Yields the product O=S(=O)(c1cccc(Cl)c1)c1cn(CC2CCCN2)c2ncccc12. RXN SMILES: [CH2:1]([c:2]1[cH:3][cH:4][cH:5][cH:6][cH:7]1)[N:8]1[CH:9]([CH2:13][n:14]2[cH:15][c:16]([S:23](=[O:24])(=[O:25])[c:26]3[cH:27][c:28]([Cl:32])[cH:29][cH:30][cH:31]3)[c:17]3[c:18]2[n:19][cH:20][cH:21][cH:22]3)[CH2:10][CH2:11][CH2:12]1.[Cl:33][CH:34]([O:35][C:36]([Cl:37])=[O:38])[CH3:39].[Cl:40][CH2:41][CH2:42][Cl:43]>>[NH:8]1[CH:9]([CH2:13][n:14]2[cH:15][c:16]([S:23](=[O:24])(=[O:25])[c:26]3[cH:27][c:28]([Cl:32])[cH:29][cH:30][cH:31]3)[c:17]3[c:18]2[n:19][cH:20][cH:21][cH:22]3)[CH2:10][CH2:11][CH2:12]1. Starting materials: Oc1cc(Cl)c(Br)cc1Cl, O=C([O-])[O-], COC(=O)c1cnc(C)cc1Cl, CCOC(C)=O, Cc1ccccc1C, [Cs+], [Cs+], O. Yields the product COC(=O)c1cnc(C)cc1Oc1cc(Cl)c(Br)cc1Cl. As a reaction SMILES: [Br:13][c:14]1[cH:15][c:16]([Cl:22])[c:17]([OH:21])[cH:18][c:19]1[Cl:20].[C:23](=[O:24])([O-:25])[O-:26].[CH3:1][O:2][C:3]([c:4]1[cH:5][n:6][c:7]([CH3:11])[cH:8][c:9]1[Cl:10])=[O:12].[CH3:29][CH2:30][O:31][C:32](=[O:33])[CH3:34].[CH3:35][c:36]1[c:37]([CH3:38])[cH:39][cH:40][cH:41][cH:42]1.[Cs+:27].[Cs+:28].[OH2:43]>>[CH3:1][O:2][C:3]([c:4]1[cH:5][n:6][c:7]([CH3:11])[cH:8][c:9]1[O:21][c:17]1[c:16]([Cl:22])[cH:15][c:14]([Br:13])[c:19]([Cl:20])[cH:18]1)=[O:12]. Reactants: Cl, COC(=O)CCCCCC(c1ccc(F)cc1)c1c(C)c(C=O)c(C)c(C)c1O, [Na+], C1CCOC1, [OH-]. Product: Cc1c(C)c(C=O)c(C)c(C(CCCCCC(=O)O)c2ccc(F)cc2)c1O. Reaction SMILES: [ClH:32].[F:1][c:2]1[cH:3][cH:4][c:5]([CH:8]([CH2:9][CH2:10][CH2:11][CH2:12][CH2:13][C:14](=[O:15])[O:16][CH3:17])[c:18]2[c:19]([CH3:29])[c:20]([CH:27]=[O:28])[c:21]([CH3:26])[c:22]([CH3:25])[c:23]2[OH:24])[cH:6][cH:7]1.[Na+:31].[O:33]1[CH2:34][CH2:35][CH2:36][CH2:37]1.[OH-:30]>>[F:1][c:2]1[cH:3][cH:4][c:5]([CH:8]([CH2:9][CH2:10][CH2:11][CH2:12][CH2:13][C:14](=[O:15])[OH:16])[c:18]2[c:19]([CH3:29])[c:20]([CH:27]=[O:28])[c:21]([CH3:26])[c:22]([CH3:25])[c:23]2[OH:24])[cH:6][cH:7]1. The reactants are CC(Cc1cccc(CC(=O)NC2CCCCCC2)c1)NCC(O[Si](C)(C)C(C)(C)C)c1ccc(O)c(CO)c1, CO, [F-], [NH4+], O. The product is CC(Cc1cccc(CC(=O)NC2CCCCCC2)c1)NCC(O)c1ccc(O)c(CO)c1. Reaction SMILES: [C:3]([Si:4]([CH3:5])([CH3:6])[O:8][CH:9]([CH2:10][NH:11][CH:12]([CH2:13][c:14]1[cH:15][c:16]([CH2:20][C:21](=[O:22])[NH:23][CH:24]2[CH2:25][CH2:26][CH2:27][CH2:28][CH2:29][CH2:30]2)[cH:17][cH:18][cH:19]1)[CH3:31])[c:32]1[cH:33][c:34]([CH2:39][OH:40])[c:35]([OH:38])[cH:36][cH:37]1)([CH3:7])([CH3:41])[CH3:42].[CH3:43][OH:44].[F-:1].[NH4+:2].[OH2:45]>>[OH:8][CH:9]([CH2:10][NH:11][CH:12]([CH2:13][c:14]1[cH:15][c:16]([CH2:20][C:21](=[O:22])[NH:23][CH:24]2[CH2:25][CH2:26][CH2:27][CH2:28][CH2:29][CH2:30]2)[cH:17][cH:18][cH:19]1)[CH3:31])[c:32]1[cH:33][c:34]([CH2:39][OH:40])[c:35]([OH:38])[cH:36][cH:37]1. Starting materials: CC(C)=O, O=C(CCl)N(CCO)CCO, CC(=O)Nc1cc(-c2c(-c3ccc(F)cc3)[nH]c(=S)n2C)ccn1, [K+], [K+], O=C([O-])[O-]. Product: CC(=O)Nc1cc(-c2c(-c3ccc(F)cc3)nc(SCC(=O)N(CCO)CCO)n2C)ccn1. RXN SMILES: [CH3:42][C:43](=[O:44])[CH3:45].[Cl:31][CH2:32][C:33](=[O:34])[N:35]([CH2:36][CH2:37][OH:38])[CH2:39][CH2:40][OH:41].[F:7][c:8]1[cH:9][cH:10][c:11](-[c:14]2[c:15](-[c:21]3[cH:22][c:23]([NH:27][C:28]([CH3:29])=[O:30])[n:24][cH:25][cH:26]3)[n:16]([CH3:20])[c:17](=[S:19])[nH:18]2)[cH:12][cH:13]1.[K+:1].[K+:2].[O-:3][C:4]([O-:5])=[O:6]>>[F:7][c:8]1[cH:9][cH:10][c:11](-[c:14]2[c:15](-[c:21]3[cH:22][c:23]([NH:27][C:28]([CH3:29])=[O:30])[n:24][cH:25][cH:26]3)[n:16]([CH3:20])[c:17]([S:19][CH2:32][C:33](=[O:34])[N:35]([CH2:36][CH2:37][OH:38])[CH2:39][CH2:40][OH:41])[n:18]2)[cH:12][cH:13]1. Starting materials: Cl, Nc1nc(C(F)(F)F)c(I)s1, O, c1ccncc1, O=C(Cl)c1cccs1. Product: O=C(Nc1nc(C(F)(F)F)c(I)s1)c1cccs1. Reaction SMILES: [ClH:21].[NH2:1][c:2]1[s:3][c:4]([I:11])[c:5]([C:7]([F:8])([F:9])[F:10])[n:6]1.[OH2:20].[cH:22]1[cH:23][cH:24][n:25][cH:26][cH:27]1.[s:12]1[c:13]([C:17](=[O:18])[Cl:19])[cH:14][cH:15][cH:16]1>>[NH:1]([c:2]1[s:3][c:4]([I:11])[c:5]([C:7]([F:8])([F:9])[F:10])[n:6]1)[C:17]([c:13]1[s:12][cH:16][cH:15][cH:14]1)=[O:18]. As a reaction SMILES: [C:63]([O:64][CH2:65][CH3:66])(=[O:67])[CH3:68].[CH2:69]([Cl:70])[Cl:71].[CH3:57][CH2:58][CH2:59][CH2:60][CH2:61][CH3:62].[CH:1]([c:2]1[cH:3][cH:4][cH:5][cH:6][cH:7]1)([c:8]1[cH:9][cH:10][cH:11][cH:12][cH:13]1)[N:14]1[CH2:15][CH2:16][N:17]([C:20]([CH2:21][O:22][CH2:23][C:24](=[O:25])[NH:26][c:27]2[c:28]([C:45](=[O:46])[O:47][CH3:48])[cH:29][c:30](-[c:33]3[cH:34][n:35][n:36]([C:38]([O:39][C:40]([CH3:41])([CH3:42])[CH3:43])=[O:44])[cH:37]3)[cH:31][cH:32]2)=[O:49])[CH2:18][CH2:19]1.[OH:50][C:51]([C:52]([F:53])([F:54])[F:55])=[O:56]>>[CH:1]([c:2]1[cH:3][cH:4][cH:5][cH:6][cH:7]1)([c:8]1[cH:9][cH:10][cH:11][cH:12][cH:13]1)[N:14]1[CH2:15][CH2:16][N:17]([C:20]([CH2:21][O:22][CH2:23][C:24](=[O:25])[NH:26][c:27]2[c:28]([C:45](=[O:46])[O:47][CH3:48])[cH:29][c:30](-[c:33]3[cH:34][n:35][nH:36][cH:37]3)[cH:31][cH:32]2)=[O:49])[CH2:18][CH2:19]1. Starting materials: CCOC(C)=O, ClCCl, CCCCCC, COC(=O)c1cc(-c2cnn(C(=O)OC(C)(C)C)c2)ccc1NC(=O)COCC(=O)N1CCN(C(c2ccccc2)c2ccccc2)CC1, O=C(O)C(F)(F)F. Yields the product COC(=O)c1cc(-c2cn[nH]c2)ccc1NC(=O)COCC(=O)N1CCN(C(c2ccccc2)c2ccccc2)CC1. Reactants: BrC(C(=O)OC(C)(C)C)OC1=CC(=CC(=C1)Cl)Cl (t-Butyl 2-bromo-2-(3,5-dichlorophenoxy)acetate), C[S-].[Na+] (sodium thiomethoxide). Run in O1CCOCC1 (1,4-dioxane). Conditions: time 5 hour. Product: CSC(C(=O)OC(C)(C)C)OC1=CC(=CC(=C1)Cl)Cl (t-butyl 2-methylthio-2-(3,5-dichlorophenoxy)acetate). Isolated yield 88.1%. RXN SMILES: Br[CH:2]([O:10][C:11]1[CH:16]=[C:15]([Cl:17])[CH:14]=[C:13]([Cl:18])[CH:12]=1)[C:3]([O:5][C:6]([CH3:9])([CH3:8])[CH3:7])=[O:4].[CH3:19][S-:20].[Na+]>O1CCOCC1>[CH3:19][S:20][CH:2]([O:10][C:11]1[CH:16]=[C:15]([Cl:17])[CH:14]=[C:13]([Cl:18])[CH:12]=1)[C:3]([O:5][C:6]([CH3:9])([CH3:8])[CH3:7])=[O:4] |f:1.2|. Reported procedure: t-Butyl 2-bromo-2-(3,5-dichlorophenoxy)acetate (1.0 g) was dissolved in 1,4-dioxane (3 ml), and sodium thiomethoxide (0.218 g) was added to the mixture. The resulting pale yellow suspension was stirred at ambient temperature for 5 hours and then stored for 18 hours. The solvent was evaporated, water was added and the aqueous layer was extracted twice with ethyl acetate (100 ml). The organic layers were combined, washed with brine, dried over magnesium sulphate, filtered and evaporated to give t-...